From a dataset of the Open Reaction Database (ORD), a public repository of structured organic reaction records. describe an organic reaction: reactants, conditions, products, and yield The reactants are COCCc1ccc(OCC2CO2)cc1, CCO, O=C1NCCCN1C1CCNCC1. Yields the product COCCc1ccc(OCC(O)CN2CCC(N3CCCNC3=O)CC2)cc1. As a reaction SMILES: [CH3:1][O:2][CH2:3][CH2:4][c:5]1[cH:6][cH:7][c:8]([O:9][CH2:10][CH:11]2[CH2:12][O:13]2)[cH:14][cH:15]1.[CH3:29][CH2:30][OH:31].[NH:16]1[CH2:17][CH2:18][CH:19]([N:22]2[C:23](=[O:28])[NH:24][CH2:25][CH2:26][CH2:27]2)[CH2:20][CH2:21]1>>[CH3:1][O:2][CH2:3][CH2:4][c:5]1[cH:6][cH:7][c:8]([O:9][CH2:10][CH:11]([CH2:12][N:16]2[CH2:17][CH2:18][CH:19]([N:22]3[C:23](=[O:28])[NH:24][CH2:25][CH2:26][CH2:27]3)[CH2:20][CH2:21]2)[OH:13])[cH:14][cH:15]1. The reactants are C(C1=CC=CC=C1)NC=1C=CC2=C(C(=C(O2)C(C2CCCCC2)NC2=CC=C(C=C2)C(=O)N(CCC(=O)OCC)C)C)C1 (ethyl 3-[{[4-({[5-(benzylamino)-3-methyl-1-benzofuran-2-yl](cyclohexyl)methyl}amino)phenyl]carbonyl}(methyl)amino]-propanoate), O1CCCC1 (tetrahydrofuran), [OH-].[Na+] (sodium hydroxide). Solvent: C(C)O (ethanol). Run at time 1.5 hour. Yields the product C(C1=CC=CC=C1)NC=1C=CC2=C(C(=C(O2)C(C2CCCCC2)NC2=CC=C(C=C2)C(=O)N(CCC(=O)O)C)C)C1 (3-[{[4-({[5-(benzylamino)-3-methyl-1-benzofuran-2-yl](cyclohexyl)methyl}amino)phenyl]carbonyl}(methyl)amino]-propanoic acid). Yield: 92.0%. As a reaction SMILES: [CH2:1]([NH:8][C:9]1[CH:10]=[CH:11][C:12]2[O:16][C:15]([CH:17]([NH:24][C:25]3[CH:30]=[CH:29][C:28]([C:31]([N:33]([CH3:41])[CH2:34][CH2:35][C:36]([O:38]CC)=[O:37])=[O:32])=[CH:27][CH:26]=3)[CH:18]3[CH2:23][CH2:22][CH2:21][CH2:20][CH2:19]3)=[C:14]([CH3:42])[C:13]=2[CH:43]=1)[C:2]1[CH:7]=[CH:6][CH:5]=[CH:4][CH:3]=1.O1CCCC1.[OH-].[Na+]>C(O)C>[CH2:1]([NH:8][C:9]1[CH:10]=[CH:11][C:12]2[O:16][C:15]([CH:17]([NH:24][C:25]3[CH:26]=[CH:27][C:28]([C:31]([N:33]([CH3:41])[CH2:34][CH2:35][C:36]([OH:38])=[O:37])=[O:32])=[CH:29][CH:30]=3)[CH:18]3[CH2:19][CH2:20][CH2:21][CH2:22][CH2:23]3)=[C:14]([CH3:42])[C:13]=2[CH:43]=1)[C:2]1[CH:7]=[CH:6][CH:5]=[CH:4][CH:3]=1 |f:2.3|. Procedure details: To a mixture of ethyl 3-[{[4-({[5-(benzylamino)-3-methyl-1-benzofuran-2-yl](cyclohexyl)methyl}amino)phenyl]carbonyl}(methyl)amino]-propanoate (354 mg) synthesized above, tetrahydrofuran (5 mL) and ethanol (5 mL) was added 1N aqueous sodium hydroxide solution (2.00 mL), and the mixture was stirred at room temperature for 1.5 hr, and concentrated under reduced pressure. The residue was dissolved in water (10 mL), and 1N hydrochloric acid (2.00 mL) was added at 0° C. The resulting precipitate was c... Reactants: BrC1=C(C2=C(OC3=C2C=CC=C3)C(=C1)Br)N (2,4-dibromodibenzo[b,d]furan-1-amine), C(=C)(C)B1OC(C)(C)C(C)(C)O1 (isopropenylboronic acid pinacol ester), O.P(=O)([O-])([O-])[O-].[K+].[K+].[K+] (potassium phosphate monohydrate), C(C1=CC=CC=C1)=O (benzaldehyde). The reagents and catalysts are C=1C=CC(=CC1)/C=C/C(=O)/C=C/C2=CC=CC=C2.C=1C=CC(=CC1)/C=C/C(=O)/C=C/C2=CC=CC=C2.C=1C=CC(=CC1)/C=C/C(=O)/C=C/C2=CC=CC=C2.[Pd].[Pd] (Pd2 dba3), C1(CCCCC1)P(C=1C=C(C=CC1)C1=C(C=CC=C1OC)OC)C1CCCCC1 (dicyclohexyl(2′,6′-dimethoxybiphenyl-3-yl)phosphine). Solvent: O (water), C1(=CC=CC=C1)C (toluene). Product: C=C(C)C1=C(C2=C(OC3=C2C=CC=C3)C(=C1)C(=C)C)N (2,4-di(prop-1-en-2-yl)dibenzo[b,d]furan-1-amine). The yield is 98.5%. RXN SMILES: Br[C:2]1[CH:14]=[C:13](Br)[C:5]2[O:6][C:7]3[CH:12]=[CH:11][CH:10]=[CH:9][C:8]=3[C:4]=2[C:3]=1[NH2:16].[C:17](B1OC(C)(C)C(C)(C)O1)([CH3:19])=[CH2:18].O.P([O-])([O-])([O-])=O.[K+].[K+].[K+].[CH:38](=O)[C:39]1C=CC=C[CH:40]=1>C1C=CC(/C=C/C(/C=C/C2C=CC=CC=2)=O)=CC=1.C1C=CC(/C=C/C(/C=C/C2C=CC=CC=2)=O)=CC=1.C1C=CC(/C=C/C(/C=C/C2C=CC=CC=2)=O)=CC=1.[Pd].[Pd].C1(P(C2CCCCC2)C2C=C(C3C(OC)=CC=CC=3OC)C=CC=2)CCCCC1.O.C1(C)C=CC=CC=1>[CH2:18]=[C:17]([C:2]1[CH:14]=[C:13]([C:39]([CH3:40])=[CH2:38])[C:5]2[O:6][C:7]3[CH:12]=[CH:11][CH:10]=[CH:9][C:8]=3[C:4]=2[C:3]=1[NH2:16])[CH3:19] |f:2.3.4.5.6,8.9.10.11.12|. Reported procedure: 2,4-dibromodibenzo[b,d]furan-1-amine (6.5 g, 18.5 mmol), isopropenylboronic acid pinacol ester (15.5 g, 92 mmol), potassium phosphate monohydrate (17 g, 74 mmol), dicyclohexyl(2′,6′-dimethoxybiphenyl-3-yl)phosphine (0.6 g, 1.5 mmol), benzaldehyde (2 g, 18.5 mmol) were added to 170 mL 9:1 mixture of toluene and water. Reaction mixture was degassed via bubbling nitrogen for 30 minutes and Pd2 dba3 (0.34 g, 0.4 mmol) was added at this time. Reaction mixture was degassed for another 10 minutes and t... The reactants are NC=1SC(=C(N1)C(=O)OC)I (methyl 2-amino-5-iodothiazole-4-carboxylate), [NH4+].[Cl-] (NH4Cl), N(=O)OC(C)(C)C (t-butyl nitrite). The reagents and catalysts are Cl[Cu] (CuCl). The solvent is C(C)#N (acetonitrile). Conditions: time 2 hour. The product is ClC=1SC(=C(N1)C(=O)OC)I (methyl 2-chloro-5-iodothiazole-4-carboxylate). Yield: 78.0%. Reaction SMILES: N[C:2]1[S:3][C:4]([I:11])=[C:5]([C:7]([O:9][CH3:10])=[O:8])[N:6]=1.N(OC(C)(C)C)=O.[NH4+].[Cl-:20]>C(#N)C.Cl[Cu]>[Cl:20][C:2]1[S:3][C:4]([I:11])=[C:5]([C:7]([O:9][CH3:10])=[O:8])[N:6]=1 |f:2.3|. Procedure: To a solution of methyl 2-amino-5-iodothiazole-4-carboxylate (8A) (9 g, 31.7 mmol) in acetonitrile (60 mL) was added CuCl (4.75 g, 48 mmol) followed by t-butyl nitrite (6.19 g, 60 mmol). The mixture was stirred at rt for 2 hours. NH4Cl was then added slowly to the stirring mixture to quench the reaction. The mixture was extracted with EtOAc and the combined extracts were washed with water, brine, dried over Na2SO4, and concentrated under reduced pressure. The crude material was purified by colum...